Dataset: the Open Reaction Database (ORD), a public repository of structured organic reaction records. Task: describe an organic reaction: reactants, conditions, products, and yield Reactants: [I-].ClC1=[N+](C=CC=C1)C (2-Chloro-1-methylpyridinium iodide), C(#N)C=1C=C(C=C(C(=O)O)C1)N1C=CC=C1 (5-cyano-3-(pyrrol-1-yl)benzoic acid), Cl.NC(=N)N (guanidine hydrochloride), C([O-])([O-])=O.[K+].[K+] (potassium carbonate). Run in CN(C=O)C (N,N-dimethylformamide), C(C)N(CC)CC (triethylamine), O (water), O1CCCC1 (tetrahydrofuran), C(C)(=O)OCC (ethyl acetate). Run at time 4 hour. Yields the product C(#N)C=1C=C(C=C(C(=O)N=C(N)N)C1)N1C=CC=C1 (2-[5-cyano-3-(pyrrol-1-yl)benzoyl]guanidine). The yield is 62.4%. As a reaction SMILES: [I-].ClC1C=CC=C[N+]=1C.[C:10]([C:12]1[CH:13]=[C:14]([N:21]2[CH:25]=[CH:24][CH:23]=[CH:22]2)[CH:15]=[C:16]([CH:20]=1)[C:17]([OH:19])=O)#[N:11].Cl.[NH2:27][C:28]([NH2:30])=[NH:29].C(=O)([O-])[O-].[K+].[K+]>CN(C)C=O.O.O1CCCC1.C(OCC)(=O)C.C(N(CC)CC)C>[C:10]([C:12]1[CH:13]=[C:14]([N:21]2[CH:25]=[CH:24][CH:23]=[CH:22]2)[CH:15]=[C:16]([CH:20]=1)[C:17]([N:27]=[C:28]([NH2:30])[NH2:29])=[O:19])#[N:11] |f:0.1,3.4,5.6.7|. Procedure: 2-Chloro-1-methylpyridinium iodide (3.6 g) was added to a mixture of 5-cyano-3-(pyrrol-1-yl)benzoic acid (2.0 g), guanidine hydrochloride (2.7 g) and triethylamine (7.2 ml) in N,N-dimethylformamide (30 ml), and the mixture was stirred for 4 hours at ambient temperature. The reaction mixture was added to a mixture of ethyl acetate, tetrahydrofuran and water, and adjusted to pH 10 with potassium carbonate. The separated organic layer was washed with brine and dried over magnesium sulfate. The solv... Starting materials: C(C)(=O)Cl (Acetyl chloride), CO (methanol), O1CCCC2=C1C=CC(=C2)C2=C(C(=NN2C)C)C(C#N)O[Si](C)(C)C (2-[5-(3,4-dihydro-2H-1-benzopyran-6-yl)-1,3-dimethyl-1H-pyrazol-4-yl]-2-[(trimethylsilyl)oxy]acetonitrile). Run at time 20 minute. The product is O1CCCC2=C1C=CC(=C2)C2=C(C(=NN2C)C)C(C(=O)OC)O (methyl 2-[5-(3,4-dihydro-2H-1-benzopyran-6-yl)-1,3-dimethyl-1H-pyrazol-4-yl]-2-hydroxyacetate). Isolated yield 55.0%. RXN SMILES: [C:1](Cl)(=[O:3])C.[O:5]1[C:10]2[CH:11]=[CH:12][C:13]([C:15]3[N:19]([CH3:20])[N:18]=[C:17]([CH3:21])[C:16]=3[CH:22]([O:25][Si](C)(C)C)[C:23]#N)=[CH:14][C:9]=2[CH2:8][CH2:7][CH2:6]1.C[OH:31]>>[O:5]1[C:10]2[CH:11]=[CH:12][C:13]([C:15]3[N:19]([CH3:20])[N:18]=[C:17]([CH3:21])[C:16]=3[CH:22]([OH:25])[C:23]([O:3][CH3:1])=[O:31])=[CH:14][C:9]=2[CH2:8][CH2:7][CH2:6]1. Reported procedure: Acetyl chloride (0.35 mL, 4.96 mmol) was added to anhydrous methanol (3 mL) at 0° C. under nitrogen atmosphere. The mixture was stirred for 20 minutes before adding 2-[5-(3,4-dihydro-2H-1-benzopyran-6-yl)-1,3-dimethyl-1H-pyrazol-4-yl]-2-[(trimethylsilyl)oxy]acetonitrile (27b) (147 mg, 0.41 mmol). The mixture was stirred at room temperature for 1 hour then at 50-60° C. for 5 hours. The solution was concentrated in vacuo. A saturated solution of sodium hydrogencarbonate (10 mL) was added to the re... Reactants: C(C=C)[C@@]1(C(N([C@@H]([C@H](C1)C1=CC(=CC=C1)Cl)C1=CC=C(C=C1)Cl)[C@H](CO)C1CC1)=O)CC ((3S,5R,6S)-3-Allyl-5-(3-chlorophenyl)-6-(4-chlorophenyl)-1-((S)-1-cyclopropyl-2-hydroxyethyl)-3-ethylpiperidin-2-one), C1(CC1)S(=O)(=O)N (cyclopropanesulfonamide). The product is C(C=C)[C@@]1(C(N([C@@H]([C@H](C1)C1=CC(=CC=C1)Cl)C1=CC=C(C=C1)Cl)[C@H](CNS(=O)(=O)C1CC1)C1CC1)=O)CC (N-((S)-2-((3S,5R,6S)-3-Allyl-5-(3-chlorophenyl)-6-(4-chlorophenyl)-3-ethyl-2-oxopiperidin-1-yl)-2-cyclopropylethyl)cyclopropanesulfonamide). RXN SMILES: [CH2:1]([C@@:4]1([CH2:31][CH3:32])[CH2:9][C@H:8]([C:10]2[CH:15]=[CH:14][CH:13]=[C:12]([Cl:16])[CH:11]=2)[C@@H:7]([C:17]2[CH:22]=[CH:21][C:20]([Cl:23])=[CH:19][CH:18]=2)[N:6]([C@@H:24]([CH:27]2[CH2:29][CH2:28]2)[CH2:25]O)[C:5]1=[O:30])[CH:2]=[CH2:3].[CH:33]1([S:36]([NH2:39])(=[O:38])=[O:37])[CH2:35][CH2:34]1>>[CH2:1]([C@@:4]1([CH2:31][CH3:32])[CH2:9][C@H:8]([C:10]2[CH:15]=[CH:14][CH:13]=[C:12]([Cl:16])[CH:11]=2)[C@@H:7]([C:17]2[CH:22]=[CH:21][C:20]([Cl:23])=[CH:19][CH:18]=2)[N:6]([C@@H:24]([CH:27]2[CH2:29][CH2:28]2)[CH2:25][NH:39][S:36]([CH:33]2[CH2:35][CH2:34]2)(=[O:38])=[O:37])[C:5]1=[O:30])[CH:2]=[CH2:3]. Reported procedure: (3S,5R,6S)-3-Allyl-5-(3-chlorophenyl)-6-(4-chlorophenyl)-1-((S)-1-cyclopropyl-2-hydroxyethyl)-3-ethylpiperidin-2-one (Example 253, Step C,) was coupled with cyclopropanesulfonamide by the procedure described in example 202, step C to afford the title compound as a white foam. The reactants are C(C)(=O)Cl (acetyl chloride), [Cl-].[Al+3].[Cl-].[Cl-] (aluminum chloride), COC(CCCOC1=CC2=CC(=CC=C2C=C1)O)=O (4-[(7-hydroxy-2-naphthalenyl)oxy]butanoic acid methyl ester). Solvent: ClC(C)Cl (dichloroethane). Run at time 30 minute. Yields the product COC(CCCOC1=CC2=C(C(=CC=C2C=C1)O)C(C)=O)=O (4-[(8-Acetyl-7-hydroxy-2-naphthalenyl)oxy]butanoic acid methyl ester). Isolated yield 29.0%. Reaction SMILES: [C:1](Cl)(=[O:3])[CH3:2].[Cl-].[Al+3].[Cl-].[Cl-].[CH3:9][O:10][C:11](=[O:27])[CH2:12][CH2:13][CH2:14][O:15][C:16]1[CH:25]=[CH:24][C:23]2[C:18](=[CH:19][C:20]([OH:26])=[CH:21][CH:22]=2)[CH:17]=1>ClC(Cl)C>[CH3:9][O:10][C:11](=[O:27])[CH2:12][CH2:13][CH2:14][O:15][C:16]1[CH:25]=[CH:24][C:23]2[C:18](=[C:19]([C:1](=[O:3])[CH3:2])[C:20]([OH:26])=[CH:21][CH:22]=2)[CH:17]=1 |f:1.2.3.4|. Procedure details: Under argon, 2.8 ml of acetyl chloride was added to a suspension of 5.15 g of aluminum chloride in 120 ml of dichloroethane. Then 8 g of 4-[(7-hydroxy-2-naphthalenyl)oxy]butanoic acid methyl ester was added and the resulting mixture was stirred at room temperature for 30 minutes and at reflux for 16 hours. The solution was filtered and the dark residue was broken up with 3N hydrochloric acid and extracted with methylene chloride. The filtrate was combined with the methylene chloride extract, was... Reactants: O=C([O-])[O-], CC(=O)OCCBr, [K+], [K+], Cc1ccc(-c2c(O)nn(C)c2N)cc1, CN(C)C=O, O. Product: CC(=O)OCCOc1nn(C)c(N)c1-c1ccc(C)cc1. Reaction SMILES: [C:16](=[O:17])([O-:18])[O-:19].[C:22]([CH3:23])(=[O:24])[O:25][CH2:26][CH2:27][Br:28].[K+:20].[K+:21].[NH2:1][c:2]1[c:3](-[c:9]2[cH:10][cH:11][c:12]([CH3:15])[cH:13][cH:14]2)[c:4]([OH:8])[n:5][n:6]1[CH3:7].[O:29]=[CH:30][N:31]([CH3:32])[CH3:33].[OH2:34]>>[NH2:1][c:2]1[c:3](-[c:9]2[cH:10][cH:11][c:12]([CH3:15])[cH:13][cH:14]2)[c:4]([O:8][CH2:27][CH2:26][O:25][C:22]([CH3:23])=[O:24])[n:5][n:6]1[CH3:7]. Reactants: BrC1=CC=C(C=C1)C1=C(C(=NO1)C)C(CSC(C)(C)C)O (1-[5-(4-bromo-phenyl)-3-methyl-isoxazol-4-yl]-2-tert-butylsulfanyl-ethanol), C(C)OC(=O)C1(CC1)C1=CC=C(C=C1)B1OC(C(O1)(C)C)(C)C (1-[4-(4,4,5,5-tetramethyl-[1,3,2]dioxaborolan-2-yl)-phenyl]-cyclopropanecarboxylic acid ethyl ester). Yields the product C(C)OC(=O)C1(CC1)C1=CC=C(C=C1)C1=CC=C(C=C1)C1=C(C(=NO1)C)C(CSC(C)(C)C)O (1-{4′-[4-(2-tert-Butylsulfanyl-1-hydroxy-ethyl)-3-methyl-isoxazol-5-yl]-biphenyl-4-yl}-cyclopropanecarboxylic acid ethyl ester). As a reaction SMILES: Br[C:2]1[CH:7]=[CH:6][C:5]([C:8]2[O:12][N:11]=[C:10]([CH3:13])[C:9]=2[CH:14]([OH:21])[CH2:15][S:16][C:17]([CH3:20])([CH3:19])[CH3:18])=[CH:4][CH:3]=1.[CH2:22]([O:24][C:25]([C:27]1([C:30]2[CH:35]=[CH:34][C:33](B3OC(C)(C)C(C)(C)O3)=[CH:32][CH:31]=2)[CH2:29][CH2:28]1)=[O:26])[CH3:23]>>[CH2:22]([O:24][C:25]([C:27]1([C:30]2[CH:35]=[CH:34][C:33]([C:2]3[CH:7]=[CH:6][C:5]([C:8]4[O:12][N:11]=[C:10]([CH3:13])[C:9]=4[CH:14]([OH:21])[CH2:15][S:16][C:17]([CH3:20])([CH3:19])[CH3:18])=[CH:4][CH:3]=3)=[CH:32][CH:31]=2)[CH2:28][CH2:29]1)=[O:26])[CH3:23]. Reported procedure: Prepared according to the procedure described in Example 1, Step 7, using 1-[5-(4-bromo-phenyl)-3-methyl-isoxazol-4-yl]-2-tert-butylsulfanyl-ethanol and 1-[4-(4,4,5,5-tetramethyl-[1,3,2]dioxaborolan-2-yl)-phenyl]-cyclopropanecarboxylic acid ethyl ester. Starting materials: N1C=CC2=CC=C(C=C12)C=O (1H-indole-6-carbaldehyde), NC=1C=C(C=CC1)[C@@H](CC#N)O ((R)-3-(3-aminophenyl)-3-hydroxypropanenitrile). Yields the product N1C=CC2=CC=C(C=C12)CNC=1C=C(C=CC1)[C@@H](CC#N)O ((R)-3-(3-(((1H-indol-6-yl)methyl)amino)phenyl)-3-hydroxypropanenitrile). As a reaction SMILES: [NH:1]1[C:9]2[C:4](=[CH:5][CH:6]=[C:7]([CH:10]=O)[CH:8]=2)[CH:3]=[CH:2]1.[NH2:12][C:13]1[CH:14]=[C:15]([C@H:19]([OH:23])[CH2:20][C:21]#[N:22])[CH:16]=[CH:17][CH:18]=1>>[NH:1]1[C:9]2[C:4](=[CH:5][CH:6]=[C:7]([CH2:10][NH:12][C:13]3[CH:14]=[C:15]([C@H:19]([OH:23])[CH2:20][C:21]#[N:22])[CH:16]=[CH:17][CH:18]=3)[CH:8]=2)[CH:3]=[CH:2]1. Procedure details: Reaction between 1H-indole-6-carbaldehyde and (R)-3-(3-aminophenyl)-3-hydroxypropanenitrile gives (R)-3-(3-(((1H-indol-6-yl)methyl)amino)phenyl)-3-hydroxypropanenitrile. The solvent is C(Cl)(Cl)Cl (chloroform). RXN SMILES: [Cl:1][C:2]1[CH:7]=[CH:6][CH:5]=[CH:4][C:3]=1[C:8]1[C:14]2=[N:15][N:16]([CH2:18][CH3:19])[CH2:17][N:13]2[C:12]2[S:20](=[O:23])[CH2:21][CH2:22][C:11]=2[CH2:10][N:9]=1.[CH3:24][N:25]=[C:26]=[O:27]>C(Cl)(Cl)Cl>[CH3:24][NH:25][C:26]([CH:21]1[S:20](=[O:23])[C:12]2[N:13]3[CH2:17][N:16]([CH2:18][CH3:19])[N:15]=[C:14]3[C:8]([C:3]3[CH:4]=[CH:5][CH:6]=[CH:7][C:2]=3[Cl:1])=[N:9][CH2:10][C:11]=2[CH2:22]1)=[O:27]. Starting materials: ClC1=C(C=CC=C1)C1=NCC2=C(N3C1=NN(C3)CC)S(CC2)=O (6-o-chlorophenyl-8-ethyl-1,2-dihydro-4H-s-triazolo [3,4-c]-thieno[2,3-e][1,4]diazepin-1-one), CN=C=O (methyl isocyanate). Reported procedure: 9 g of 6-o-chlorophenyl-8-ethyl-1,2-dihydro-4H-s-triazolo [3,4-c]-thieno[2,3-e][1,4]diazepin-1-one is dissolved in 50 ml of chloroform, and 5 ml of methyl isocyanate is added, and the resulting mixture is refluxed for 8 hours. Then the chloroform is removed under reduced pressure, and the remaining jelly-like substance is treated with ligroin to give the title compound as white crystals. The product, when recrystallized from a mixture of ethanol and chloroform, shows a melting point of 193°-194°... Product: CNC(=O)C1CC2=C(N3C(C(=NC2)C2=C(C=CC=C2)Cl)=NN(C3)CC)S1=O (2-Methylcarbamoyl-6-o-chlorophenyl-8-ethyl-1,2-dihydro- 4H-s-triazolo[3,4-c]thieno[2,3-e][1,4]diazepin-1-one).